Dataset: the Open Reaction Database (ORD), a public repository of structured organic reaction records. Task: describe an organic reaction: reactants, conditions, products, and yield The reactants are C(C1=C(C=CC=C1)SSC1=C(C(=O)Cl)C=CC=C1)(=O)Cl (2,2'-dithiobisbenzoyl chloride), FC(C=1C=C(N)C=C(C1)C(F)(F)F)(F)F (3,5-bis(trifluoromethyl)aniline). Run in N1=CC=CC=C1 (pyridine), ClCCl (dichloromethane). Yields the product FC(C=1C=C(C=C(C1)C(F)(F)F)NC(C1=C(C=CC=C1)SSC1=C(C(=O)NC2=CC(=CC(=C2)C(F)(F)F)C(F)(F)F)C=CC=C1)=O)(F)F (2,2'-Dithiobis[N-[3,5-bis(trifluoromethyl)phenyl]benzamide]). The yield is 8.0%. As a reaction SMILES: [C:1](Cl)(=[O:19])[C:2]1[CH:7]=[CH:6][CH:5]=[CH:4][C:3]=1[S:8][S:9][C:10]1[CH:18]=[CH:17][CH:16]=[CH:15][C:11]=1[C:12](Cl)=[O:13].[F:21][C:22]([F:35])([F:34])[C:23]1[CH:24]=[C:25]([CH:27]=[C:28]([C:30]([F:33])([F:32])[F:31])[CH:29]=1)[NH2:26]>ClCCl.N1C=CC=CC=1>[F:21][C:22]([F:34])([F:35])[C:23]1[CH:24]=[C:25]([NH:26][C:1](=[O:19])[C:2]2[CH:7]=[CH:6][CH:5]=[CH:4][C:3]=2[S:8][S:9][C:10]2[CH:18]=[CH:17][CH:16]=[CH:15][C:11]=2[C:12]([NH:26][C:25]2[CH:27]=[C:28]([C:30]([F:31])([F:32])[F:33])[CH:29]=[C:23]([C:22]([F:21])([F:34])[F:35])[CH:24]=2)=[O:13])[CH:27]=[C:28]([C:30]([F:31])([F:32])[F:33])[CH:29]=1. Reported procedure: This compound was prepared according to the general method of Example 77 using 2,2'-dithiobisbenzoyl chloride (2.00 g, 5.83 mmol) in 50 mL of dichloromethane and 3,5-bis(trifluoromethyl)aniline (2.66 g, 11.6 mmol) in 21 mL of pyridine. The crude product was recrystallized from ethyl acetate-hexanes (1:9) to yield 0.34 g of the title compound, mp 213°-214° C.